This data is from the Open Reaction Database (ORD), a public repository of structured organic reaction records. The task is: describe an organic reaction: reactants, conditions, products, and yield Starting materials: O=C([O-])[O-], CCNCC, CC#N, O=[N+]([O-])c1ccc(F)cc1-c1ccc(OC(F)(F)F)cc1, [K+], [K+], O. Yields the product CCN(CC)c1ccc([N+](=O)[O-])c(-c2ccc(OC(F)(F)F)cc2)c1. RXN SMILES: [C:27](=[O:28])([O-:29])[O-:30].[CH2:22]([CH3:23])[NH:24][CH2:25][CH3:26].[CH3:33][C:34]#[N:35].[F:1][c:2]1[cH:3][cH:4][c:5]([N+:19](=[O:20])[O-:21])[c:6](-[c:8]2[cH:9][cH:10][c:11]([O:14][C:15]([F:16])([F:17])[F:18])[cH:12][cH:13]2)[cH:7]1.[K+:31].[K+:32].[OH2:36]>>[c:2]1([N:24]([CH2:22][CH3:23])[CH2:25][CH3:26])[cH:3][cH:4][c:5]([N+:19](=[O:20])[O-:21])[c:6](-[c:8]2[cH:9][cH:10][c:11]([O:14][C:15]([F:16])([F:17])[F:18])[cH:12][cH:13]2)[cH:7]1.